describe an organic reaction: reactants, conditions, products, and yield From a dataset of the Open Reaction Database (ORD), a public repository of structured organic reaction records. The reactants are step-ii, FC=1C=C(CN2N=C(C=C2)C2=CN(C3=NC=C(C=C32)C3=CC(=C(C=C3)C3=CCN(CC3)C(=O)OC(C)(C)C)NS(=O)(=O)C)S(=O)(=O)C3=CC=C(C)C=C3)C=C(C1)F (tert-butyl 4-(4-(3-(1-(3,5-difluorobenzyl)-1H-pyrazol-3-yl)-1-tosyl-1H-pyrrolo[2,3-b]pyridin-5-yl)-2-(methylsulfonamido)phenyl)-5,6-dihydropyridine-1(2H)-carboxylate). The reagents and catalysts are [OH-].[Pd+2].[OH-] (palladium hydroxide). The solvent is [N+](=O)([O-])C=1C=C(CN2N=CC(=C2)B2OC(C(O2)(C)C)(C)C)C=CC1 (1-(3-nitrobenzyl)-4-(4,4,5,5-tetramethyl-1,3,2-dioxaborolan-2-yl)-1H-pyrazole). Product: FC=1C=C(CN2N=C(C=C2)C2=CN(C3=NC=C(C=C32)C3=CC(=C(C=C3)C3CCN(CC3)C(=O)OC(C)(C)C)NS(=O)(=O)C)S(=O)(=O)C3=CC=C(C)C=C3)C=C(C1)F (tert-butyl 4-(4-(3-(1-(3,5-difluorobenzyl)-1H-pyrazol-3-yl)-1-tosyl-1H-pyrrolo[2,3-b]pyridin-5-yl)-2-(methylsulfonamido)phenyl)piperidine-1-carboxylate). Yield: 79.7%. Reaction SMILES: [F:1][C:2]1[CH:3]=[C:4]([CH:54]=[C:55]([F:57])[CH:56]=1)[CH2:5][N:6]1[CH:10]=[CH:9][C:8]([C:11]2[C:19]3[C:14](=[N:15][CH:16]=[C:17]([C:20]4[CH:25]=[CH:24][C:23]([C:26]5[CH2:31][CH2:30][N:29]([C:32]([O:34][C:35]([CH3:38])([CH3:37])[CH3:36])=[O:33])[CH2:28][CH:27]=5)=[C:22]([NH:39][S:40]([CH3:43])(=[O:42])=[O:41])[CH:21]=4)[CH:18]=3)[N:13]([S:44]([C:47]3[CH:53]=[CH:52][C:50]([CH3:51])=[CH:49][CH:48]=3)(=[O:46])=[O:45])[CH:12]=2)=[N:7]1>[N+](C1C=C(C=CC=1)CN1C=C(B2OC(C)(C)C(C)(C)O2)C=N1)([O-])=O.[OH-].[Pd+2].[OH-]>[F:57][C:55]1[CH:54]=[C:4]([CH:3]=[C:2]([F:1])[CH:56]=1)[CH2:5][N:6]1[CH:10]=[CH:9][C:8]([C:11]2[C:19]3[C:14](=[N:15][CH:16]=[C:17]([C:20]4[CH:25]=[CH:24][C:23]([CH:26]5[CH2:31][CH2:30][N:29]([C:32]([O:34][C:35]([CH3:38])([CH3:37])[CH3:36])=[O:33])[CH2:28][CH2:27]5)=[C:22]([NH:39][S:40]([CH3:43])(=[O:41])=[O:42])[CH:21]=4)[CH:18]=3)[N:13]([S:44]([C:47]3[CH:48]=[CH:49][C:50]([CH3:51])=[CH:52][CH:53]=3)(=[O:46])=[O:45])[CH:12]=2)=[N:7]1 |f:2.3.4|. Procedure: Using similar reaction conditions as described in step-ii of example-82, tert-butyl 4-(4-(3-(1-(3,5-difluorobenzyl)-1H-pyrazol-3-yl)-1-tosyl-1H-pyrrolo[2,3-b]pyridin-5-yl)-2-(methylsulfonamido)phenyl)-5,6-dihydropyridine-1(2H)-carboxylate (250 mg, 0.307 mmol) was reduced with palladium hydroxide (250 mg) in ethyl acetate/ethanol 10/10 mL to afford 200 mg (80% yield) of the titled compound. MS: m/z=817.7 (M+1). The reactants are [N+](=O)(O)[O-].CC(C(O[N+](=O)[O-])C1=CC=C(C=C1)[N+](=O)[O-])N (1-methyl- 2-(4-nitrophenyl)-2-nitroxyethylamine nitrate), C[O-].[Na+] (sodium methoxide), C(#N)N=C(OC(C)C)C1=CC=NC=C1 (Isopropyl N cyano-4-pyridinecarboximidate). Run in CO (methanol). Conditions: time 16 hour. Yields the product C(#N)NC(=NC(C(O[N+](=O)[O-])C1=CC=C(C=C1)[N+](=O)[O-])C)C1=CC=NC=C1 (N-cyano-N'-[1-methyl-2-(4-nitrophenyl)-2- nitroxyethyl]-4-pyridinecarboximidamide). The yield is 5.0%. Reaction SMILES: [C:1]([N:3]=[C:4]([C:9]1[CH:14]=[CH:13][N:12]=[CH:11][CH:10]=1)OC(C)C)#[N:2].[N+]([O-])(O)=O.[CH3:19][CH:20]([NH2:35])[CH:21]([C:26]1[CH:31]=[CH:30][C:29]([N+:32]([O-:34])=[O:33])=[CH:28][CH:27]=1)[O:22][N+:23]([O-:25])=[O:24].C[O-].[Na+]>CO>[C:1]([NH:3][C:4]([C:9]1[CH:10]=[CH:11][N:12]=[CH:13][CH:14]=1)=[N:35][CH:20]([CH3:19])[CH:21]([C:26]1[CH:31]=[CH:30][C:29]([N+:32]([O-:34])=[O:33])=[CH:28][CH:27]=1)[O:22][N+:23]([O-:25])=[O:24])#[N:2] |f:1.2,3.4|. Procedure details: Isopropyl N cyano-4-pyridinecarboximidate (0.31 g, 1.6 mmol) was dissolved in methanol (15 ml), and 1-methyl- 2-(4-nitrophenyl)-2-nitroxyethylamine nitrate (0.50 g, 1.8 mmol) and sodium methoxide (0.09 g, 1.7 mmol) were added. The mixture was stirred at room temperature for 16 hours. After the reaction was completed, the reaction solution was concentrated under reduced pressure, and the residue was extracted with chloroform (50 ml×3). The chloroform layer was washed with water (100 ml), dried ov... Run at time 8 hour. Starting materials: OC\C(=C\[C@H]1CC[C@@]2([C@@H]3CC[C@@H]4C[C@H](CC[C@]4(C)[C@H]3CC[C@]12C)O)O)\C ((E)-21-hydroxymethyl-21-methyl-5β-pregn-20-ene-3β,14β-diol). The solvent is C(Cl)(Cl)Cl (chloroform). The yield is 89.8%. Reagents/catalysts: O=[Mn]=O (MnO2). The product is O[C@@H]1C[C@H]2CC[C@H]3[C@]4(CC[C@H](/C=C(/C=O)\C)[C@]4(CC[C@@H]3[C@]2(CC1)C)C)O ((E)-3β,14β-Dihydroxy-21-methyl-5β-pregn-20-ene-21-carboxaldehyde). Reported procedure: To a solution of 8.40 g of (E)-21-hydroxymethyl-21-methyl-5β-pregn-20-ene-3β,14β-diol in 200 ml of chloroform, 84.0 g of MnO2 were added at room temperature. The mixture was stirred overnight and then filtered through Celite. The organic solution was evaporated to dryness to give 7.50 g of the title compound (II-a) as an off-white solid. As a reaction SMILES: [OH:1][CH2:2]/[C:3](/[CH3:26])=[CH:4]/[C@@H:5]1[C@:22]2([CH3:23])[C@@:8]([OH:25])([C@H:9]3[C@H:19]([CH2:20][CH2:21]2)[C@:17]2([CH3:18])[C@@H:12]([CH2:13][C@@H:14]([OH:24])[CH2:15][CH2:16]2)[CH2:11][CH2:10]3)[CH2:7][CH2:6]1>C(Cl)(Cl)Cl.O=[Mn]=O>[OH:24][C@H:14]1[CH2:15][CH2:16][C@@:17]2([CH3:18])[C@H:12]([CH2:11][CH2:10][C@@H:9]3[C@@H:19]2[CH2:20][CH2:21][C@@:22]2([CH3:23])[C@:8]3([OH:25])[CH2:7][CH2:6][C@@H:5]2/[CH:4]=[C:3](\[CH3:26])/[CH:2]=[O:1])[CH2:13]1.